This data is from the Open Reaction Database (ORD), a public repository of structured organic reaction records. The task is: describe an organic reaction: reactants, conditions, products, and yield Reactants: O=C1NC=2C(=NC=3C=CC(=CC3C2)OCCCC(=O)O)N1 (4-[(2,3-dihydro-2-oxo-1H-imidazo[4,5-b]quinolin-7-yl)oxy]butyric acid), C1(CCCCC1)N (cyclohexylamine). The product is C1(CCCCC1)NC(CCCOC1=CC=2C=C3C(=NC2C=C1)NC(N3)=O)=O (N-Cyclohexyl-4-[(2,3-dihydro-2-oxo-1H-imidazo[4,5-b]quinolin-7-yl)oxy]butanamide). As a reaction SMILES: [O:1]=[C:2]1[NH:21][C:5]2=[N:6][C:7]3[CH:8]=[CH:9][C:10]([O:14][CH2:15][CH2:16][CH2:17][C:18]([OH:20])=O)=[CH:11][C:12]=3[CH:13]=[C:4]2[NH:3]1.[CH:22]1([NH2:28])[CH2:27][CH2:26][CH2:25][CH2:24][CH2:23]1>>[CH:22]1([NH:28][C:18](=[O:20])[CH2:17][CH2:16][CH2:15][O:14][C:10]2[CH:9]=[CH:8][C:7]3[N:6]=[C:5]4[NH:21][C:2](=[O:1])[NH:3][C:4]4=[CH:13][C:12]=3[CH:11]=2)[CH2:27][CH2:26][CH2:25][CH2:24][CH2:23]1. Procedure details: This compound, m.p. >320° C., was prepared analogous to Example 15 from 4-[(2,3-dihydro-2-oxo-1H-imidazo[4,5-b]quinolin-7-yl)oxy]butyric acid and cyclohexylamine. The reactants are FC=1C=C(C=O)C=CC1F (3,4-difluorobenzaldehyde), C(C)(=O)[O-].[NH4+] (ammonium acetate), [N+](=O)([O-])CC (nitroethane). Run at temperature 4 celsius. The product is FC1=C(C=C(C=C1)C=C(C)[N+](=O)[O-])F (1,2-difluoro-4-(2-nitroprop-1-enyl)benzene). The yield is 75.6%. RXN SMILES: [F:1][C:2]1[CH:3]=[C:4]([CH:7]=[CH:8][C:9]=1[F:10])[CH:5]=O.C([O-])(=O)C.[NH4+].[N+:16]([CH2:19][CH3:20])([O-:18])=[O:17]>>[F:10][C:9]1[CH:8]=[CH:7][C:4]([CH:5]=[C:19]([N+:16]([O-:18])=[O:17])[CH3:20])=[CH:3][C:2]=1[F:1] |f:1.2|. Procedure details: 3,4-difluorobenzaldehyde (54 g, 380 mmol), ammonium acetate (19 g, 247 mmol), and 4 Å molecular sieves (54 g) were combined in nitroethane (810 mL) and heated at reflux for 24 hours. The reaction was filtered, and concentrated in vacuo. The resultant mixture was partitioned between ethyl acetate (500 mL) and water (300 mL). The organic phase was separated, washed with brine, dried over sodium sulfate, filtered and concentrated in vacuo. The residue was cooled to 4° C. for 2 hours then ethanol (1... Starting materials: Cl (hydrochloric acid), N(=[N+]=[N-])[C@H]1C[C@@H](O[C@@H]1CO)N1C(=O)NC(=O)C(C)=C1.NC(=N)N (3'-azido-3'-deoxythymidine guanidine), Cl (hydrochloric acid). The solvent is O (water). Reaction conditions: temperature 75 celsius. Yields the product N(=[N+]=[N-])[C@H]1C[C@@H](O[C@@H]1CO)N1C(=O)NC(=O)C(C)=C1 (3'-azido-3'-deoxythymidine). Yield: 83.6%. Reaction SMILES: Cl.[N:2]([C@@H:5]1[C@@H:9]([CH2:10][OH:11])[O:8][C@@H:7]([N:12]2[CH:20]=[C:18]([CH3:19])[C:16](=[O:17])[NH:15][C:13]2=[O:14])[CH2:6]1)=[N+:3]=[N-:4].NC(N)=N>O>[N:2]([C@@H:5]1[C@@H:9]([CH2:10][OH:11])[O:8][C@@H:7]([N:12]2[CH:20]=[C:18]([CH3:19])[C:16](=[O:17])[NH:15][C:13]2=[O:14])[CH2:6]1)=[N+:3]=[N-:4] |f:1.2|. Reported procedure: A mixture of water (90 mL) and 32% hydrochloric acid (31.4 g) was heated at 75° C. 3'-azido-3'-deoxythymidine-guanidine complex (90 g) from Example 1 was added in portions to the aqueous solution and when the addition was completed the pH was 7.56. Thereafter, the pH was adjusted to 1.0 by further addition of 32% hydrochloric acid. The mixture was cooled and crystals formed spontaneously. After several hours the crystals were filtered to yield 61.64 g of crude 3'-azido-3'-deoxythymidine suitable...